This data is from the Open Reaction Database (ORD), a public repository of structured organic reaction records. The task is: describe an organic reaction: reactants, conditions, products, and yield Reactants: Cn1cc(-c2n[nH]c(=O)n2-c2cn(CCCBr)c3ccc(F)cc23)c2cc(F)ccc21, N#C[K], CN(C)C=O. The product is Cn1cc(-c2n[nH]c(=O)n2-c2cn(CCCC#N)c3ccc(F)cc23)c2cc(F)ccc21. RXN SMILES: [Br:1][CH2:2][CH2:3][CH2:4][n:5]1[cH:6][c:7](-[n:15]2[c:16](=[O:31])[nH:17][n:18][c:19]2-[c:20]2[cH:21][n:22]([CH3:30])[c:23]3[cH:24][cH:25][c:26]([F:29])[cH:27][c:28]23)[c:8]2[cH:9][c:10]([F:14])[cH:11][cH:12][c:13]12.[K:32][C:33]#[N:34].[O:35]=[CH:36][N:37]([CH3:38])[CH3:39]>>[CH2:2]([CH2:3][CH2:4][n:5]1[cH:6][c:7](-[n:15]2[c:16](=[O:31])[nH:17][n:18][c:19]2-[c:20]2[cH:21][n:22]([CH3:30])[c:23]3[cH:24][cH:25][c:26]([F:29])[cH:27][c:28]23)[c:8]2[cH:9][c:10]([F:14])[cH:11][cH:12][c:13]12)[C:33]#[N:34].